Dataset: the Open Reaction Database (ORD), a public repository of structured organic reaction records. Task: describe an organic reaction: reactants, conditions, products, and yield Starting materials: C(C)OCCOC1=NC=C(C=C1)C=O (2-(2-ethoxyethoxy)-pyridine-5-aldehyde), [N+](=O)([O-])CC (nitroethane), C(C)(=O)[O-].[NH4+] (ammonium acetate). Solvent: C(C)(=O)O (acetic acid), O (water). Product: C(C)OCCOC1=NC=C(C=C1)C=C(C)[N+](=O)[O-] (1-[2-(2-Ethoxyethoxy)-5-pyridyl]-2-nitro-1-propene). As a reaction SMILES: [CH2:1]([O:3][CH2:4][CH2:5][O:6][C:7]1[CH:12]=[CH:11][C:10]([CH:13]=O)=[CH:9][N:8]=1)[CH3:2].[N+:15]([CH2:18][CH3:19])([O-:17])=[O:16].C([O-])(=O)C.[NH4+]>C(O)(=O)C.O>[CH2:1]([O:3][CH2:4][CH2:5][O:6][C:7]1[CH:12]=[CH:11][C:10]([CH:13]=[C:18]([N+:15]([O-:17])=[O:16])[CH3:19])=[CH:9][N:8]=1)[CH3:2] |f:2.3|. Reported procedure: A mixture of 8.3 g (42.6 mmol) of 2-(2-ethoxyethoxy)-pyridine-5-aldehyde, 5.53 g, (73.7 mmol) of nitroethane and 3.83 g (49.7 mmol) of ammonium acetate in 50 ml of glacial acetic acid is heated under reflux for 7 hours. The mixture is then diluted with water while cooling in ice, and the product is filtered off with suction. Starting materials: compound 91, Cl.ClC=1C=CC=2N(C1)C(=C(N2)C2=CC=C(C=C2)Cl)CCl (6-chloro-3-(chloromethyl)-2-(4-chlorophenyl)imidazo[1,2-a]pyridine hydrochloride), N1C(CC1)=O (azetidin-2-one). Product: ClC=1C=CC=2N(C1)C(=C(N2)C2=CC=C(C=C2)Cl)CN2C(CC2)=O (1-[6-Chloro-2-(4-chloro-phenyl)-imidazo[1,2-a]pyridin-3-ylmethyl]-azetidin-2-one). RXN SMILES: Cl.[Cl:2][C:3]1[CH:4]=[CH:5][C:6]2[N:7]([C:9]([CH2:19]Cl)=[C:10]([C:12]3[CH:17]=[CH:16][C:15]([Cl:18])=[CH:14][CH:13]=3)[N:11]=2)[CH:8]=1.[NH:21]1[CH2:24][CH2:23][C:22]1=[O:25]>>[Cl:2][C:3]1[CH:4]=[CH:5][C:6]2[N:7]([C:9]([CH2:19][N:21]3[CH2:24][CH2:23][C:22]3=[O:25])=[C:10]([C:12]3[CH:13]=[CH:14][C:15]([Cl:18])=[CH:16][CH:17]=3)[N:11]=2)[CH:8]=1 |f:0.1|. Reported procedure: The title compound was prepared according to Method B and the experimentals described for compound 91 from 6-chloro-3-(chloromethyl)-2-(4-chlorophenyl)imidazo[1,2-a]pyridine hydrochloride and azetidin-2-one. m/e+ 346 for C17H14Cl2N3O4 [M+H]+; 1H-NMR (400 MHz, CDCl3) δ 8.44 (s, 1H), 7.65 (d, J=8.4 Hz, 2H), 7.59 (d, J=9.5 Hz, 1H), 7.46 (d, J=8.4 Hz, 2H), 7.25 (m, 1H), 4.79 (s, 2H), 3.18 (t, J=4.0 Hz, 2H), 3.00 (t, J=4.0 Hz, 2H) ppm; 13C-NMR (100 MHz, CDCl3, δ) 168.269, 145.293, 143.807, 134.791, 1...